This data is from the Open Reaction Database (ORD), a public repository of structured organic reaction records. The task is: describe an organic reaction: reactants, conditions, products, and yield The reactants are CO, NC1=NC2(COC1)c1cc(-c3cccnc3F)ccc1Oc1cnc(C3=CCOCC3)cc12. Yields the product NC1=NC2(COC1)c1cc(-c3cccnc3F)ccc1Oc1cnc(C3CCOCC3)cc12. As a reaction SMILES: [CH3:34][OH:35].[O:1]1[CH2:2][CH2:3][C:4]([c:7]2[cH:8][c:9]3[c:10]([cH:11][n:12]2)[O:13][c:14]2[cH:15][cH:16][c:17](-[c:27]4[c:28]([F:33])[n:29][cH:30][cH:31][cH:32]4)[cH:18][c:19]2[C:20]32[CH2:21][O:22][CH2:23][C:24]([NH2:26])=[N:25]2)=[CH:5][CH2:6]1>>[O:1]1[CH2:2][CH2:3][CH:4]([c:7]2[cH:8][c:9]3[c:10]([cH:11][n:12]2)[O:13][c:14]2[cH:15][cH:16][c:17](-[c:27]4[c:28]([F:33])[n:29][cH:30][cH:31][cH:32]4)[cH:18][c:19]2[C:20]32[CH2:21][O:22][CH2:23][C:24]([NH2:26])=[N:25]2)[CH2:5][CH2:6]1. Starting materials: C(CCCCCCCCC)OC=1C=C(C(=O)O)C=C(C1)OCCCCCCC1=C(C(=CC=C1)OCC1=CC=CC=C1)OCC1=CC=CC=C1 (3-(decyloxy)-5-[[6-[2,3-bis(phenylmethoxy) phenyl]hexyl]oxy]benzoic acid), [H][H] (hydrogen). The reagents and catalysts are [Pd] (palladium on carbon). Run in C1CCOC1 (THF). Run at time 2.5 hour. The product is C(CCCCCCCCC)OC=1C=C(C(=O)O)C=C(C1)OCCCCCCC1=C(C(=CC=C1)O)O (3-(decyloxy)-5-[[6-(2,3-dihydroxyphenyl)hexyl]oxy]benzoic acid). Isolated yield 91.1%. RXN SMILES: [CH2:1]([O:11][C:12]1[CH:13]=[C:14]([CH:18]=[C:19]([O:21][CH2:22][CH2:23][CH2:24][CH2:25][CH2:26][CH2:27][C:28]2[CH:33]=[CH:32][CH:31]=[C:30]([O:34]CC3C=CC=CC=3)[C:29]=2[O:42]CC2C=CC=CC=2)[CH:20]=1)[C:15]([OH:17])=[O:16])[CH2:2][CH2:3][CH2:4][CH2:5][CH2:6][CH2:7][CH2:8][CH2:9][CH3:10].[H][H]>[Pd].C1COCC1>[CH2:1]([O:11][C:12]1[CH:13]=[C:14]([CH:18]=[C:19]([O:21][CH2:22][CH2:23][CH2:24][CH2:25][CH2:26][CH2:27][C:28]2[CH:33]=[CH:32][CH:31]=[C:30]([OH:34])[C:29]=2[OH:42])[CH:20]=1)[C:15]([OH:17])=[O:16])[CH2:2][CH2:3][CH2:4][CH2:5][CH2:6][CH2:7][CH2:8][CH2:9][CH3:10]. Procedure: A mixture of 1.7 g of 3-(decyloxy)-5-[[6-[2,3-bis(phenylmethoxy) phenyl]hexyl]oxy]benzoic acid and 0.3 g of 10% palladium on carbon in 75 ml of THF was stirred in a hydrogen atmosphere until uptake ceased after 2.5 hours. The usual workup followed by trituration of the crude product from hexane and filtration gave 1.13 g (91% yield, mp 86°-88°) of 3-(decyloxy)-5-[[6-(2,3-dihydroxyphenyl)hexyl]oxy]benzoic acid. Reactants: COC1=C(C=C(C=C1)C1=NN=C(C(C2=C1C=C(C(=C2)OC(C)=O)OC)CC)C)OC(C)=O (1-(4-methoxy-3-acetoxyphenyl)-4-methyl-5-ethyl-7-acetoxy-8-methoxy-5H-2,3-benzodiazepine), [OH-].[K+] (potassium hydroxide), [Cl-].[Na+] (sodium chloride), [Cl-].[NH4+] (ammonium chloride). The solvent is O (water), C(C)O (ethanol). Run at time 15 minute. Product: COC1=C(C=C(C=C1)C1=NN=C(C(C2=C1C=C(C(=C2)O)OC)CC)C)O (1-(4-methoxy-3-hydroxyphenyl)-4-methyl-5-ethyl-7-hydroxy-8-methoxy-5H-2,3-benzodiazepine). Yield: 64.7%. RXN SMILES: [CH3:1][O:2][C:3]1[CH:8]=[CH:7][C:6]([C:9]2[C:15]3[CH:16]=[C:17]([O:24][CH3:25])[C:18]([O:20]C(=O)C)=[CH:19][C:14]=3[CH:13]([CH2:26][CH3:27])[C:12]([CH3:28])=[N:11][N:10]=2)=[CH:5][C:4]=1[O:29]C(=O)C.[OH-].[K+].[Cl-].[Na+].[Cl-].[NH4+]>O.C(O)C>[CH3:1][O:2][C:3]1[CH:8]=[CH:7][C:6]([C:9]2[C:15]3[CH:16]=[C:17]([O:24][CH3:25])[C:18]([OH:20])=[CH:19][C:14]=3[CH:13]([CH2:26][CH3:27])[C:12]([CH3:28])=[N:11][N:10]=2)=[CH:5][C:4]=1[OH:29] |f:1.2,3.4,5.6|. Reported procedure: A mixture of 0.44 g of 1-(4-methoxy-3-acetoxyphenyl)-4-methyl-5-ethyl-7-acetoxy-8-methoxy-5H-2,3-benzodiazepine, 8 ml of ethanol, 8 ml of water and 0.4 g of potassium hydroxide is stirred in nitrogen atmosphere for 15 minutes. 50 ml of 20% aqueous sodium chloride solution and 0.6 g of ammonium chloride are added to the solution. The precipitate is separated and recrystallized from 7.5 ml of 20% aqueous dimethyl formamide. 0.23 g of pure 1-(4-methoxy-3-hydroxyphenyl)-4-methyl-5-ethyl-7-hydroxy-8-... Reactants: ClC1=NC=CC=N1 (2-chloropyrimidine), C[C@@H]1N[C@@H](CNC1)C (cis-2,6-dimethylpiperazine). The solvent is C1(=CC=CC=C1)C (toluene). Yields the product C[C@@H]1N([C@@H](CNC1)C)C1=NC=CC=N1 (cis-2,6-dimethyl-1-(2-pyrimidyl)-piperazine). RXN SMILES: Cl[C:2]1[N:7]=[CH:6][CH:5]=[CH:4][N:3]=1.[CH3:8][C@H:9]1[CH2:14][NH:13][CH2:12][C@@H:11]([CH3:15])[NH:10]1>C1(C)C=CC=CC=1>[CH3:8][C@H:9]1[CH2:14][NH:13][CH2:12][C@@H:11]([CH3:15])[N:10]1[C:2]1[N:7]=[CH:6][CH:5]=[CH:4][N:3]=1. Procedure details: A solution of 820 mg 2-chloropyrimidine and 1.6 g cis-2,6-dimethylpiperazine in 25 mL toluene was heated at reflux temperature for 12 hours. The solvent was evaporated, the residue was basified with 5% sodium hydroxide and extracted with 2×100 mL of dichloromethane. The combined organic extracts were dried over anhydrous sodium sulfate and concentrated to give cis-2,6-dimethyl-1-(2-pyrimidyl)-piperazine. This amine was then used to prepare 2-phenyl-4(5)-[(4-(2-pyrimidinyl)-cis-2,6-dimethylpipera... Reactants: C1(CCCCC1)C=1C=2C=CC(=CC2N2C1C1=C(CN(CC2)CCN(C)C)C=C(C=C1)F)C(=O)OC (methyl 14-cyclohexyl-6-[2-(dimethylamino)ethyl]-3-fluoro-5,6,7,8-tetrahydroindolo[2,1-a][2.5]benzodiazocine-11-carboxylate), solution. Solvent: C1CCOC1.CO (THF MeOH), [OH-].[Na+] (NaOH). Run at temperature 60 celsius, time 3 hour. The product is C1(CCCCC1)C=1C=2C=CC(=CC2N2C1C1=C(CN(CC2)CCN(C)C)C=C(C=C1)F)C(=O)O (14-cyclohexyl-6-[2-(dimethylamino)ethyl]-3-fluoro-5,6,7,8-tetrahydroindolo[2,1-a][2,5]benzodiazocine-11-carboxylic acid). Yield: 12.0%. Reaction SMILES: [CH:1]1([C:7]2[C:8]3[CH:9]=[CH:10][C:11]([C:32]([O:34]C)=[O:33])=[CH:12][C:13]=3[N:14]3[CH2:21][CH2:20][N:19]([CH2:22][CH2:23][N:24]([CH3:26])[CH3:25])[CH2:18][C:17]4[CH:27]=[C:28]([F:31])[CH:29]=[CH:30][C:16]=4[C:15]=23)[CH2:6][CH2:5][CH2:4][CH2:3][CH2:2]1>C1COCC1.CO.[OH-].[Na+]>[CH:1]1([C:7]2[C:8]3[CH:9]=[CH:10][C:11]([C:32]([OH:34])=[O:33])=[CH:12][C:13]=3[N:14]3[CH2:21][CH2:20][N:19]([CH2:22][CH2:23][N:24]([CH3:26])[CH3:25])[CH2:18][C:17]4[CH:27]=[C:28]([F:31])[CH:29]=[CH:30][C:16]=4[C:15]=23)[CH2:6][CH2:5][CH2:4][CH2:3][CH2:2]1 |f:1.2,3.4|. Procedure details: The crude methyl 14-cyclohexyl-6-[2-(dimethylamino)ethyl]-3-fluoro-5,6,7,8-tetrahydroindolo[2,1-a][2,5]benzodiazocine-11-carboxylate (from Step 1) was dissolved in a solution THF: MeOH (1:1) (0.02 M) and to that solution 7 eq of an aqueous solution of NaOH (1N) were added. The solution was stirred at 60° C. for 3 h. The solvent was evaporated in vacuo. The crude was then purified by automated RP-MS-HPLC (stationary phase: column Waters XTERRA prep. C18, 5 um, 19×100 mm. Mobile phase: MeCN/H2O bu... The reactants are N#CC1(c2ccccc2)CCC(=O)CC1, Cc1ccccc1, O, OCCO, Cc1ccc(S(=O)(=O)O)cc1. Product: N#CC1(c2ccccc2)CCC2(CC1)OCCO2. RXN SMILES: [C:1](#[N:2])[C:3]1([c:10]2[cH:11][cH:12][cH:13][cH:14][cH:15]2)[CH2:4][CH2:5][C:6](=[O:9])[CH2:7][CH2:8]1.[CH3:32][c:33]1[cH:34][cH:35][cH:36][cH:37][cH:38]1.[OH2:31].[OH:16][CH2:17][CH2:18][OH:19].[c:20]1([CH3:21])[cH:22][cH:23][c:24]([S:25]([OH:26])(=[O:27])=[O:28])[cH:29][cH:30]1>>[C:1](#[N:2])[C:3]1([c:10]2[cH:11][cH:12][cH:13][cH:14][cH:15]2)[CH2:4][CH2:5][C:6]2([CH2:7][CH2:8]1)[O:9][CH2:18][CH2:17][O:16]2. Product: Fc1ccc(CC2=NCCC2)cc1. Reaction SMILES: [CH3:17][CH2:18][O:19][CH2:20][CH3:21].[Cl:11][CH2:12][CH2:13][CH2:14][C:15]#[N:16].[F:2][c:3]1[cH:4][cH:5][c:6]([CH2:7][Br:8])[cH:9][cH:10]1.[Mg:1]>>[F:2][c:3]1[cH:4][cH:5][c:6]([CH2:7][C:15]2=[N:16][CH2:12][CH2:13][CH2:14]2)[cH:9][cH:10]1. The reactants are CCOCC, N#CCCCCl, Fc1ccc(CBr)cc1, [Mg]. Reactants: ClC1=CC(=C(C(=O)O)C=C1)O (4-chloro-2-hydroxybenzoic acid), C(=O)([O-])[O-].[K+].[K+] (K2CO3), C(C1=CC=CC=C1)Br (benzyl bromide). Run in CN(C)C=O (DMF). Run at temperature 85 celsius, time 7 hour. Product: C(C1=CC=CC=C1)OC(C1=C(C=C(C=C1)Cl)OCC1=CC=CC=C1)=O (2-Benzyloxy-4-chlorobenzoic Acid Benzyl Ester). RXN SMILES: [Cl:1][C:2]1[CH:10]=[CH:9][C:5]([C:6]([OH:8])=[O:7])=[C:4]([OH:11])[CH:3]=1.C([O-])([O-])=O.[K+].[K+].[CH2:18](Br)[C:19]1[CH:24]=[CH:23][CH:22]=[CH:21][CH:20]=1>CN(C=O)C>[CH2:18]([O:7][C:6](=[O:8])[C:5]1[CH:9]=[CH:10][C:2]([Cl:1])=[CH:3][C:4]=1[O:11][CH2:6][C:5]1[CH:9]=[CH:10][CH:2]=[CH:3][CH:4]=1)[C:19]1[CH:24]=[CH:23][CH:22]=[CH:21][CH:20]=1 |f:1.2.3|. Procedure details: To a suspension of 4-chloro-2-hydroxybenzoic acid (10.0 g, 57.9 mmol) and K2CO3 (20.8 g, 151 mmol) in DMF (115 mL) is added benzyl bromide (14.5 mL, 122 mmol) and the mixture is stirred at 85° C. for 7 h. The mixture is allowed to cool to RT and is partitioned between EtOAc and 1N HCl. The organic phase is washed with 1N HCl and brine then is dried over sodium sulfate. The solvent is removed under reduced pressure to give the title compound which is used directly in the next step. Starting materials: solution, [Li]CCCC (n-BuLi), solution, [Li]C(C)(C)C (tert-BuLi), FC(C(=O)C=1C=C2C=NN(C2=CC1)C1=CC=C(C=C1)F)(F)F (2,2,2-trifluoro-1-[1-(4-fluorophenyl)-1H-indazol-5-yl]ethanone), ethyl acetate-hexanes, BrC1=NNC2=CC=CC=C12 (3-bromo-1H-indazole). The solvent is hexanes, CCCCC (pentane), CCOCC (ether), [Cl-].[NH4+] (ammonium chloride), CCOCC (ether). Reaction conditions: time 5 minute. The product is FC(C(O)(C1=NNC2=CC=CC=C12)C=1C=C2C=NN(C2=CC1)C1=CC=C(C=C1)F)(F)F (2,2,2-Trifluoro-1-[1-(4-fluorophenyl)-1H-indazol-5-yl]-1-(1H-indazol-3-yl)ethanol). Isolated yield 19.6%. As a reaction SMILES: Br[C:2]1[C:10]2[C:5](=[CH:6][CH:7]=[CH:8][CH:9]=2)[NH:4][N:3]=1.[Li]CCCC.[Li]C(C)(C)C.[F:21][C:22]([F:42])([F:41])[C:23]([C:25]1[CH:26]=[C:27]2[C:31](=[CH:32][CH:33]=1)[N:30]([C:34]1[CH:39]=[CH:38][C:37]([F:40])=[CH:36][CH:35]=1)[N:29]=[CH:28]2)=[O:24]>CCOCC.CCCCC.[Cl-].[NH4+]>[F:42][C:22]([F:21])([F:41])[C:23]([C:25]1[CH:26]=[C:27]2[C:31](=[CH:32][CH:33]=1)[N:30]([C:34]1[CH:39]=[CH:38][C:37]([F:40])=[CH:36][CH:35]=1)[N:29]=[CH:28]2)([C:2]1[C:10]2[C:5](=[CH:6][CH:7]=[CH:8][CH:9]=2)[NH:4][N:3]=1)[OH:24] |f:6.7|. Procedure: To a chilled (−78° C.) solution of 97 mg (0.49 mmol) of 3-bromo-1H-indazole in 5 mL of anhydrous ether was added 195 μL (0.49 mmol) of a 2.5 M solution of n-BuLi in hexanes dropwise. After 5 minutes, 590 μL (1.0 mmol) of a 1.7 M solution of tert-BuLi in pentane was added dropwise. The mixture stirred for 15 minutes and then a solution of 151 mg (0.49 mmol) of 2,2,2-trifluoro-1-[1-(4-fluorophenyl)-1H-indazol-5-yl]ethanone in 3 mL of ether was added dropwise. After 1 hour, the reaction was monitor... As a reaction SMILES: [Br:1][C:2]1[CH:3]=[C:4]([O:20][C:21]2[CH:26]=[CH:25][CH:24]=[CH:23][CH:22]=2)[C:5]([NH:8][C:9]2[S:10][CH:11]=[C:12]([CH2:14][CH2:15][C:16]([NH:18][NH2:19])=[O:17])[N:13]=2)=[N:6][CH:7]=1.C1N=CN([C:32](N2C=NC=C2)=[O:33])C=1>C1COCC1>[Br:1][C:2]1[CH:3]=[C:4]([O:20][C:21]2[CH:26]=[CH:25][CH:24]=[CH:23][CH:22]=2)[C:5]([NH:8][C:9]2[S:10][CH:11]=[C:12]([CH2:14][CH2:15][C:16]3[O:17][C:32]([OH:33])=[N:19][N:18]=3)[N:13]=2)=[N:6][CH:7]=1. The solvent is C1CCOC1 (THF). Reported procedure: To a mixture of 3-(2-(5-bromo-3-phenoxypyridin-2-ylamino)thiazol-4-yl)propanehydrazide (0.150 g, 0.345 mmol) in THF (5 mL) was added TEA (0.04814 mL, 0.3454 mmol) and cooled in an ice bath. To this mixture was added. CDI (0.0672 g, 0.414 mmol) in one portion. The mixture was allowed to warm to ambient temperature and was then heated at 50° C. overnight. The reaction was concentrated to dryness, dissolved in CH2Cl2 and washed with water, dried over Na2SO4, concentrated to a residue that was purif... The reactants are TEA, BrC=1C=C(C(=NC1)NC=1SC=C(N1)CCC(=O)NN)OC1=CC=CC=C1 (3-(2-(5-bromo-3-phenoxypyridin-2-ylamino)thiazol-4-yl)propanehydrazide), C1=CN(C=N1)C(=O)N2C=CN=C2 (CDI). The product is BrC=1C=C(C(=NC1)NC=1SC=C(N1)CCC1=NN=C(O1)O)OC1=CC=CC=C1 (5-(2-(2-(5-bromo-3-phenoxypyridin-2-ylamino)thiazol-4-yl)ethyl)-1,3,4-oxadiazol-2-ol). Isolated yield 28.3%.